From a dataset of the Open Reaction Database (ORD), a public repository of structured organic reaction records. describe an organic reaction: reactants, conditions, products, and yield Starting materials: CCOC(=O)c1sc(NS(C)(=O)=O)nc1C, CO, Cl, [Na+], [OH-]. The product is Cc1nc(NS(C)(=O)=O)sc1C(=O)O. Reaction SMILES: [CH2:1]([CH3:2])[O:3][C:4](=[O:5])[c:6]1[c:7]([CH3:16])[n:8][c:9]([NH:11][S:12](=[O:13])(=[O:14])[CH3:15])[s:10]1.[CH3:20][OH:21].[ClH:19].[Na+:18].[OH-:17]>>[O:3]=[C:4]([OH:5])[c:6]1[c:7]([CH3:16])[n:8][c:9]([NH:11][S:12](=[O:13])(=[O:14])[CH3:15])[s:10]1. The reactants are NC=1C=C(C=C(C1)Cl)O (3-amino-5-chlorophenol), ClC1=CC=C(CC(C(C)=O)C(C)=O)C=C1 (3-(4-chlorobenzyl)pentane-2,4-dione), O.C1(=CC=C(C=C1)S(=O)(=O)O)C (p-toluenesulfonic acid monohydrate), ClC1=C2C(=C(C(=NC2=CC(=C1)O)C)CC1=CC=C(C=C1)Cl)C (5-chloro-3-(4-chlorobenzyl)-2,4-dimethylquinolin-7-ol). Solvent: CO (methanol). Conditions: temperature 160 celsius. The product is ClC=1C=C(C=2C(=C(C(=NC2C1)C)CC1=CC=C(C=C1)Cl)C)O (7-chloro-3-(4-chlorobenzyl)-2,4-dimethylquinolin-5-ol). As a reaction SMILES: [NH2:1][C:2]1[CH:3]=[C:4]([OH:9])[CH:5]=[C:6]([Cl:8])[CH:7]=1.[Cl:10][C:11]1[CH:24]=[CH:23][C:14]([CH2:15][CH:16]([C:20](=O)[CH3:21])[C:17](=O)[CH3:18])=[CH:13][CH:12]=1.O.C1(C)C=CC(S(O)(=O)=O)=CC=1.ClC1C=C(O)C=C2C=1C(C)=C(CC1C=CC(Cl)=CC=1)C(C)=N2>CO>[Cl:8][C:6]1[CH:5]=[C:4]([OH:9])[C:3]2[C:17]([CH3:18])=[C:16]([CH2:15][C:14]3[CH:13]=[CH:12][C:11]([Cl:10])=[CH:24][CH:23]=3)[C:20]([CH3:21])=[N:1][C:2]=2[CH:7]=1 |f:2.3|. Procedure details: A mixture of 3-amino-5-chlorophenol (0.46 g), 3-(4-chlorobenzyl)pentane-2,4-dione (0.72 g), and p-toluenesulfonic acid monohydrate (0.26 g) was heated at 160° C. for 2 hours. The mixture was cooled to room temperature, diluted with methanol (5.0 mL) and sonicated. The resulting precipitate was collected by filtration, washed with methanol and dried to afford a 50:50 mixture of title compound and 5-chloro-3-(4-chlorobenzyl)-2,4-dimethylquinolin-7-ol as an off-white solid, 0.67 g.